This data is from the Open Reaction Database (ORD), a public repository of structured organic reaction records. The task is: describe an organic reaction: reactants, conditions, products, and yield The reactants are 7,24-bis-OSiMe3, COC=CC(=C)O[Si](C)(C)C (1-methoxy-3-trimethylsilyloxy-butadiene), C1CCOC1 (THF), acetone hexanes. Reagents/catalysts: [Cl-].[Cl-].[Zn+2] (ZnCl2). The product is methoxy-substituted pyranone, C1(CC=C2C=CC3=CC=CC4=CC=C1C2=C34)=O (pyrenone). As a reaction SMILES: CO[CH:3]=[CH:4][C:5]([O:7][Si](C)(C)C)=[CH2:6].[CH2:12]1[CH2:16]O[CH2:14][CH2:13]1>[Cl-].[Cl-].[Zn+2]>[C:5]1(=[O:6])[C:7]2[C:16]3=[C:16]4[C:4](=[CH:5][CH:6]=2)[CH:3]=[CH:14][CH:13]=[C:12]4[CH:14]=[CH:13][C:12]3=[CH:3][CH2:4]1 |f:2.3.4|. Reported procedure: To the 7,24-bis-OSiMe3-protected 1″,2″-dihydro-3″-aldehyde (1″,2″-dihydro-Intermediate II, 30 mg) in THF (0.8 μL) at rt was added 1-methoxy-3-trimethylsilyloxy-butadiene (50 μL) followed by ZnCl2 (80 μL, 1M solution in Et2O) After 2 h at rt and 12 h at 0° C., bis-protected Diels-Alder adducts were obtained without workup by PTLC on silica gel (1×1000 μm plate) using 2/8 acetone/hexanes as eluant. The pure products (7 mg methoxy-substituted pyranone and 10 mg pyrenone) thus obtained were characte... Starting materials: COC(CC(C(=O)O)NC(CCC1=CC=CC=C1)=O)=O (2-(3-Phenyl-propionylamino)-succinic acid 4-methyl ester), C(C)(=O)OC(C)=O (acetic anhydride). Run in N1=CC=CC=C1 (pyridine). Conditions: temperature 90 celsius. The product is COC(CC(C(C)=O)NC(CCC1=CC=CC=C1)=O)=O (4-Oxo-3-(3-phenyl-propionylamino)-pentanoic acid methyl ester). As a reaction SMILES: [CH3:1][O:2][C:3](=[O:20])[CH2:4][CH:5]([NH:9][C:10](=[O:19])[CH2:11][CH2:12][C:13]1[CH:18]=[CH:17][CH:16]=[CH:15][CH:14]=1)[C:6]([OH:8])=O.[C:21](OC(=O)C)(=O)C>N1C=CC=CC=1>[CH3:1][O:2][C:3](=[O:20])[CH2:4][CH:5]([NH:9][C:10](=[O:19])[CH2:11][CH2:12][C:13]1[CH:18]=[CH:17][CH:16]=[CH:15][CH:14]=1)[C:6](=[O:8])[CH3:21]. Reported procedure: 2-(3-Phenyl-propionylamino)-succinic acid 4-methyl ester (10 g, 36 mmol), pyridine (50 mL) and acetic anhydride (45 mL) were combined in a 500 mL flask. The reaction mixture was heated at 90° C. for 2 h and then cooled to ambient temperature. After concentrating the reaction mixture under reduced pressure, DI water was added (100 mL). (Potential exotherm!). The reaction mixture was partitioned between water and CH2Cl2. The organic phase was washed with 1N HCl and then dried (MgSO4), filtered and... The reactants are CCCS, CCOC(C)=O, CS(=O)(=O)Oc1cccc(-c2nc(=O)c3ccccc3s2)n1, [H-], [Na+], CN(C)C=O, O. Yields the product CCCSCc1cccc(-c2nc(=O)c3ccccc3s2)n1. RXN SMILES: [CH2:1]([CH2:2][CH3:3])[SH:4].[CH3:29][CH2:30][O:31][C:32](=[O:33])[CH3:34].[CH3:7][S:8]([O:9][c:12]1[n:13][c:14](-[c:18]2[s:19][c:20]3[c:21]([c:22](=[O:24])[n:23]2)[cH:25][cH:26][cH:27][cH:28]3)[cH:15][cH:16][cH:17]1)(=[O:10])=[O:11].[H-:5].[Na+:6].[O:35]=[CH:36][N:37]([CH3:38])[CH3:39].[OH2:40]>>[CH2:1]([CH2:2][CH3:3])[S:4][CH2:29][c:12]1[n:13][c:14](-[c:18]2[s:19][c:20]3[c:21]([c:22](=[O:24])[n:23]2)[cH:25][cH:26][cH:27][cH:28]3)[cH:15][cH:16][cH:17]1. The reactants are FC1=C(C(=CC=C1)F)C1(CC1)C#N (1-(2,6-Difluorophenyl)cyclopropanecarbonitrile), [OH-].[Na+] (sodium hydroxide), OO (hydrogen peroxide). Reagents/catalysts: S(=O)(=O)(O)[O-].C(CCC)[N+](CCCC)(CCCC)CCCC (tetrabutylammonium hydrogensulfate). Solvent: C1(=CC=CC=C1)C (toluene), C(C)(=O)OCC (ethyl acetate). Product: FC1=C(C(=CC=C1)F)C1(CC1)C(=O)N (1-(2,6-difluorophenyl)cyclopropanecarboxylic acid amide). The yield is 84.0%. Reaction SMILES: [F:1][C:2]1[CH:7]=[CH:6][CH:5]=[C:4]([F:8])[C:3]=1[C:9]1([C:12]#[N:13])[CH2:11][CH2:10]1.[OH-:14].[Na+].OO>S([O-])(O)(=O)=O.C([N+](CCCC)(CCCC)CCCC)CCC.C1(C)C=CC=CC=1.C(OCC)(=O)C>[F:1][C:2]1[CH:7]=[CH:6][CH:5]=[C:4]([F:8])[C:3]=1[C:9]1([C:12]([NH2:13])=[O:14])[CH2:10][CH2:11]1 |f:1.2,4.5|. Procedure details: 1-(2,6-Difluorophenyl)cyclopropanecarbonitrile (5.42 g) was hydrolyzed at ambient temperature with an aqueous solutions of 5N sodium hydroxide (20 mL), 55% tetrabutylammonium hydrogensulfate (0.5 mL) and 30% hydrogen peroxide (5 mL) in toluene (5 mL) for 39 hours. The prepared semi-solid reaction mixture was diluted with ethyl acetate and the phases were separated. The aqueous phase was neutralized with 5% hydrochloric acid and extracted twice with ethyl acetate. The combined organic extracts we... Starting materials: CCOC(=O)CC(=O)OCC, O=[N+]([O-])c1ccc(Cl)nc1, [H-], [Na+], C1CCOC1. The product is CCOC(=O)C(C(=O)OCC)c1ccc([N+](=O)[O-])cn1. As a reaction SMILES: [C:1]([CH2:2][C:3](=[O:4])[O:5][CH2:6][CH3:7])(=[O:8])[O:9][CH2:10][CH3:11].[Cl:14][c:15]1[n:16][cH:17][c:18]([N+:21](=[O:22])[O-:23])[cH:19][cH:20]1.[H-:12].[Na+:13].[O:24]1[CH2:25][CH2:26][CH2:27][CH2:28]1>>[C:1]([CH:2]([C:3](=[O:4])[O:5][CH2:6][CH3:7])[c:15]1[n:16][cH:17][c:18]([N+:21](=[O:22])[O-:23])[cH:19][cH:20]1)(=[O:8])[O:9][CH2:10][CH3:11]. Reactants: CC(=O)[O-], CCO, CCOC(=O)C(C)C(=O)C(F)(F)F, [NH4+], O. The product is CCOC(=O)C(C)=C(N)C(F)(F)F. RXN SMILES: [CH3:15][C:16](=[O:17])[O-:18].[CH3:19][CH2:20][OH:21].[CH3:1][CH:2]([C:3](=[O:4])[O:5][CH2:6][CH3:7])[C:8](=[O:9])[C:10]([F:11])([F:12])[F:13].[NH4+:14].[OH2:22]>>[CH3:1][C:2]([C:3](=[O:4])[O:5][CH2:6][CH3:7])=[C:8]([C:10]([F:11])([F:12])[F:13])[NH2:14]. Starting materials: O=C([O-])[O-], CCN, Cl, Fc1cnccc1-c1nc2cc(C(F)(F)F)ccc2o1, [K+], [K+], CN(C)C=O, O. Product: CCNc1cnccc1-c1nc2cc(C(F)(F)F)ccc2o1. RXN SMILES: [C:21](=[O:22])([O-:23])[O-:24].[CH2:28]([CH3:29])[NH2:30].[ClH:27].[F:1][c:2]1[cH:3][n:4][cH:5][cH:6][c:7]1-[c:8]1[o:9][c:10]2[c:11]([n:12]1)[cH:13][c:14]([C:17]([F:18])([F:19])[F:20])[cH:15][cH:16]2.[K+:25].[K+:26].[O:31]=[CH:32][N:33]([CH3:34])[CH3:35].[OH2:36]>>[c:2]1([NH:30][CH2:28][CH3:29])[cH:3][n:4][cH:5][cH:6][c:7]1-[c:8]1[o:9][c:10]2[c:11]([n:12]1)[cH:13][c:14]([C:17]([F:18])([F:19])[F:20])[cH:15][cH:16]2.